This data is from the Open Reaction Database (ORD), a public repository of structured organic reaction records. The task is: describe an organic reaction: reactants, conditions, products, and yield Reactants: C(C1=CC=CC=C1)SC=1C=CC(=C(C1)/C=C/C(=O)OCC)NC1=C(C=C(C(=C1)Cl)C(F)(F)F)OC ((E)-ethyl 3-(5-(benzylthio)-2-((5-chloro-2-methoxy-4-(trifluoromethyl)phenyl)amino)phenyl)acrylate), C[O-].[Na+] (sodium methoxide). Solvent: CO (MeOH). Product: C(C1=CC=CC=C1)SC=1C=C2C=CC(N(C2=CC1)C1=C(C=C(C(=C1)Cl)C(F)(F)F)OC)=O (6-(benzylthio)-1-(5-chloro-2-methoxy-4-(trifluoromethyl)phenyl)quinolin-2(1H)-one). Yield: 67.0%. As a reaction SMILES: [CH2:1]([S:8][C:9]1[CH:10]=[CH:11][C:12]([NH:22][C:23]2[CH:28]=[C:27]([Cl:29])[C:26]([C:30]([F:33])([F:32])[F:31])=[CH:25][C:24]=2[O:34][CH3:35])=[C:13](/[CH:15]=[CH:16]/[C:17]([O:19]CC)=O)[CH:14]=1)[C:2]1[CH:7]=[CH:6][CH:5]=[CH:4][CH:3]=1.C[O-].[Na+]>CO>[CH2:1]([S:8][C:9]1[CH:14]=[C:13]2[C:12](=[CH:11][CH:10]=1)[N:22]([C:23]1[CH:28]=[C:27]([Cl:29])[C:26]([C:30]([F:32])([F:33])[F:31])=[CH:25][C:24]=1[O:34][CH3:35])[C:17](=[O:19])[CH:16]=[CH:15]2)[C:2]1[CH:3]=[CH:4][CH:5]=[CH:6][CH:7]=1 |f:1.2|. Procedure details: A flask was charged with (E)-ethyl 3-(5-(benzylthio)-2-((5-chloro-2-methoxy-4-(trifluoromethyl)phenyl)amino)phenyl)acrylate (5.33 g, 10.21 mmol) and MeOH (102 mL), followed by sodium methoxide (8.17 ml, 4.08 mmol) under nitrogen atmosphere. A reflux condensor was added, and the flask was lowered into an oil bath at 75° C. At 18 h the reaction was cooled to RT and filtered through a silica plug to remove black particulates. The product was eluted with MeOH and concentrated down to about 50 mL, fo... The reactants are ClC1=CC=C(CCl)C=C1 (p-chlorobenzylchloride), CN(C)C1=NC=CC=C1 (dimethylaminopyridine). Solvent: C1(=CC=CC=C1)C (toluene). Run at time 5 minute. Yields the product [Cl-].ClC1=CC=C(C[N+]2=C(C=CC=C2)N(C)C)C=C1 (N-p-chlorobenzyl-(N,N-dimethylamino)pyridinium chloride). As a reaction SMILES: [Cl:1][C:2]1[CH:9]=[CH:8][C:5]([CH2:6]Cl)=[CH:4][CH:3]=1.[CH3:10][N:11]([C:13]1[CH:18]=[CH:17][CH:16]=[CH:15][N:14]=1)[CH3:12]>C1(C)C=CC=CC=1>[Cl-:1].[Cl:1][C:2]1[CH:9]=[CH:8][C:5]([CH2:6][N+:14]2[CH:15]=[CH:16][CH:17]=[CH:18][C:13]=2[N:11]([CH3:12])[CH3:10])=[CH:4][CH:3]=1 |f:3.4|. Reported procedure: A mixture of 1.1313 g (0.00706 mol) p-chlorobenzylchloride, 0.8623 g (0.00706 mol) dimethylaminopyridine, and approximately 10 mL toluene were added to a clean, dry 50 mL round bottom flask equipped with a stir bar, condensor, and drying tube. The reaction apparatus was then lowered into an oil bath at 110° C. The solution became miscible immediately and after 5 minutes a thick white precipitate formed. The reaction was allowed to continue overnight, and after 12 hours was cooled to room tempera... Starting materials: COc1ccc(CN)cc1, COc1ccc(CN(Cc2ccc(OC)cc2)C(=O)c2c(Cl)c3ccccc3[nH]c2=O)cc1, CN(C)C=O, O. The product is COc1ccc(CNc2c(C(=O)N(Cc3ccc(OC)cc3)Cc3ccc(OC)cc3)c(=O)[nH]c3ccccc23)cc1. As a reaction SMILES: [CH3:34][O:35][c:36]1[cH:37][cH:38][c:39]([CH2:40][NH2:41])[cH:42][cH:43]1.[Cl:1][c:2]1[c:3]([C:13](=[O:14])[N:15]([CH2:16][c:17]2[cH:18][cH:19][c:20]([O:23][CH3:24])[cH:21][cH:22]2)[CH2:25][c:26]2[cH:27][cH:28][c:29]([O:32][CH3:33])[cH:30][cH:31]2)[c:4](=[O:12])[nH:5][c:6]2[cH:7][cH:8][cH:9][cH:10][c:11]12.[O:45]=[CH:46][N:47]([CH3:48])[CH3:49].[OH2:44]>>[c:2]1([NH:41][CH2:40][c:39]2[cH:38][cH:37][c:36]([O:35][CH3:34])[cH:43][cH:42]2)[c:3]([C:13](=[O:14])[N:15]([CH2:16][c:17]2[cH:18][cH:19][c:20]([O:23][CH3:24])[cH:21][cH:22]2)[CH2:25][c:26]2[cH:27][cH:28][c:29]([O:32][CH3:33])[cH:30][cH:31]2)[c:4](=[O:12])[nH:5][c:6]2[cH:7][cH:8][cH:9][cH:10][c:11]12. The reactants are NC1=NC(=CC(=[N+]1[O-])NCC(C)C)Cl (2-amino-4-isobutylamino-6-chloropyrimidine 3-oxide), ClN1C(CCC1=O)=O (N-chlorosuccinimide). Run in C(C)O (ethanol). Yields the product NC1=NC(=C(C(=[N+]1[O-])NCC(C)C)Cl)Cl (2-amino-4-isobutylamino-5,6-dichloropyrimidine 3-oxide). The yield is 58.9%. As a reaction SMILES: [NH2:1][C:2]1[N+:7]([O-:8])=[C:6]([NH:9][CH2:10][CH:11]([CH3:13])[CH3:12])[CH:5]=[C:4]([Cl:14])[N:3]=1.[Cl:15]N1C(=O)CCC1=O>C(O)C>[NH2:1][C:2]1[N+:7]([O-:8])=[C:6]([NH:9][CH2:10][CH:11]([CH3:12])[CH3:13])[C:5]([Cl:15])=[C:4]([Cl:14])[N:3]=1. Procedure: 6.30 g of 2-amino-4-isobutylamino-6-chloropyrimidine 3-oxide are suspended in 110 ml of ethanol. 4.85 g of N-chlorosuccinimide are added. The reaction mixture is heated under reflux for 2 hours and then evaporated to dryness. The residue is taken up in 50 ml of water. The pH is adjusted to 8 by addition of concentrated sodium hydroxide solution. The precipitate formed is filtered on sintered glass, washed with water until neutral and dried under vacuum over phosphorus pentoxide. It is recrystall... Reactants: C1(=CC=CC=C1)C1=C2C(=NC(=NC2=CC=C1)C=1C=C(C=NC1)S(=O)(=O)NP(O)(O)=O)NCC1=NC=CC=C1 (5-(5-Phenyl-4-(pyridin-2-ylmethylamino)quinazolin-2-yl)pyridin-3-ylsulfonylphosphoramidic acid), [OH-].[K+] (KOH). Solvent: C(C)O (ethanol), O (water). Reaction conditions: time 2 hour. Product: C1(=CC=CC=C1)C1=C2C(=NC(=NC2=CC=C1)C=1C=C(C=NC1)S(=O)(=O)NP([O-])([O-])=O)NCC1=NC=CC=C1.[K+].[K+].[K+] (Tripotassium (5-(5-phenyl-4-((pyridin-2-ylmethyl)amino)quinazolin-2-yl)pyridin-3-yl)sulfonylphosphoramidate). Yield: 80.6%. As a reaction SMILES: [C:1]1([C:7]2[CH:16]=[CH:15][CH:14]=[C:13]3[C:8]=2[C:9]([NH:31][CH2:32][C:33]2[CH:38]=[CH:37][CH:36]=[CH:35][N:34]=2)=[N:10][C:11]([C:17]2[CH:18]=[C:19]([S:23]([NH:26][P:27](=[O:30])([OH:29])[OH:28])(=[O:25])=[O:24])[CH:20]=[N:21][CH:22]=2)=[N:12]3)[CH:6]=[CH:5][CH:4]=[CH:3][CH:2]=1.[OH-].[K+:40]>C(O)C.O>[C:1]1([C:7]2[CH:16]=[CH:15][CH:14]=[C:13]3[C:8]=2[C:9]([NH:31][CH2:32][C:33]2[CH:38]=[CH:37][CH:36]=[CH:35][N:34]=2)=[N:10][C:11]([C:17]2[CH:18]=[C:19]([S:23]([NH:26][P:27](=[O:28])([O-:29])[O-:30])(=[O:24])=[O:25])[CH:20]=[N:21][CH:22]=2)=[N:12]3)[CH:2]=[CH:3][CH:4]=[CH:5][CH:6]=1.[K+:40].[K+:40].[K+:40] |f:1.2,5.6.7.8|. Procedure: To a suspension of ((5-(5-phenyl-4-((pyridin-2-ylmethyl)amino)quinazolin-2-yl)pyridin-3-yl)sulfonyl)phosphoramidic acid (2) (0.030 g, 0.054 mmol) in ethanol (3 mL) was added KOH (9.0 mg, 0.16 mmol) in 0.5 mL of water. The resulting mixture was stirred under nitrogen atmosphere at room temperature for 2 h. The reaction mixture was concentrated to dryness and the residue was washed with ethyl acetate (2×8 mL), acetone (2×8 mL) and acetonitrile (2×8 mL) to afford tri-potassium(5-(5-phenyl-4-((pyrid... Yields the product COc1cc(NC(=O)c2ccccc2Cl)ccc1C(=O)N1CCCC(OCCNC(N)=O)c2cc(Cl)ccc21. RXN SMILES: [C:48](=[O:49])([O-:50])[OH:51].[CH3:53][N:54]([CH3:55])[CH:56]=[O:57].[CH3:58][CH2:59][CH2:60][CH2:61][CH2:62][CH3:63].[F:5][C:6]([F:7])([F:8])[C:9]([OH:10])=[O:11].[NH2:12][CH2:13][CH2:14][O:15][CH:16]1[CH2:17][CH2:18][CH2:19][N:20]([C:28]([c:29]2[c:30]([O:45][CH3:46])[cH:31][c:32]([NH:35][C:36]([c:37]3[c:38]([Cl:43])[cH:39][cH:40][cH:41][cH:42]3)=[O:44])[cH:33][cH:34]2)=[O:47])[c:21]2[c:22]1[cH:23][c:24]([Cl:27])[cH:25][cH:26]2.[Na+:52].[Na:1][O:2][C:3]#[N:4]>>[O:2]=[C:3]([NH2:4])[NH:12][CH2:13][CH2:14][O:15][CH:16]1[CH2:17][CH2:18][CH2:19][N:20]([C:28]([c:29]2[c:30]([O:45][CH3:46])[cH:31][c:32]([NH:35][C:36]([c:37]3[c:38]([Cl:43])[cH:39][cH:40][cH:41][cH:42]3)=[O:44])[cH:33][cH:34]2)=[O:47])[c:21]2[c:22]1[cH:23][c:24]([Cl:27])[cH:25][cH:26]2. Reactants: O=C([O-])O, CN(C)C=O, CCCCCC, O=C(O)C(F)(F)F, COc1cc(NC(=O)c2ccccc2Cl)ccc1C(=O)N1CCCC(OCCN)c2cc(Cl)ccc21, [Na+], N#CO[Na]. Product: COC(=O)c1c(C=O)cc(F)c(F)c1Nc1ccccc1Cl. Reactants: CC(C)(C)O, C1CCOC1, COC(=O)c1c(C=Cc2ccccc2)cc(F)c(F)c1Nc1ccccc1Cl, C[N+]1([O-])CCOCC1, CCOC(C)=O, [O-][I+3]([O-])([O-])[O-], [Na+], O, O. Reaction SMILES: [C:29]([CH3:30])([CH3:31])([CH3:32])[OH:33].[CH2:48]1[O:49][CH2:50][CH2:51][CH2:52]1.[CH3:1][O:2][C:3]([c:4]1[c:5]([NH:20][c:21]2[c:22]([Cl:27])[cH:23][cH:24][cH:25][cH:26]2)[c:6]([F:19])[c:7]([F:18])[cH:8][c:9]1[CH:10]=[CH:11][c:12]1[cH:13][cH:14][cH:15][cH:16][cH:17]1)=[O:28].[CH3:34][N+:35]1([O-:36])[CH2:37][CH2:38][O:39][CH2:40][CH2:41]1.[CH3:54][CH2:55][O:56][C:57](=[O:58])[CH3:59].[I+3:42]([O-:43])([O-:44])([O-:45])[O-:46].[Na+:47].[OH2:53].[OH2:60]>>[CH3:1][O:2][C:3]([c:4]1[c:5]([NH:20][c:21]2[c:22]([Cl:27])[cH:23][cH:24][cH:25][cH:26]2)[c:6]([F:19])[c:7]([F:18])[cH:8][c:9]1[CH:10]=[O:33])=[O:28].